Dataset: the Open Reaction Database (ORD), a public repository of structured organic reaction records. Task: describe an organic reaction: reactants, conditions, products, and yield Starting materials: CI, [H-], Cc1cc(C)c(-n2ccc3c(N)n[nH]c(=O)c32)c(C)c1, [Na+], CN(C)C=O, O. Yields the product Cc1cc(C)c(-n2ccc3c(N)nn(C)c(=O)c32)c(C)c1. As a reaction SMILES: [CH3:23][I:24].[H-:21].[NH2:1][c:2]1[c:3]2[c:4]([c:5](=[O:8])[nH:6][n:7]1)[n:9](-[c:12]1[c:13]([CH3:20])[cH:14][c:15]([CH3:19])[cH:16][c:17]1[CH3:18])[cH:10][cH:11]2.[Na+:22].[O:25]=[CH:26][N:27]([CH3:28])[CH3:29].[OH2:30]>>[NH2:1][c:2]1[c:3]2[c:4]([c:5](=[O:8])[n:6]([CH3:23])[n:7]1)[n:9](-[c:12]1[c:13]([CH3:20])[cH:14][c:15]([CH3:19])[cH:16][c:17]1[CH3:18])[cH:10][cH:11]2. Starting materials: methyl ester, COC(C[C@@H]1COC2=C1C=CC(=C2)O[C@@H]2CCC1=C(C(=CC=C21)C(F)(F)F)CN2CC1=C(CC2)C=CS1)=O ({(S)-6-[(R)-4-(4,7-dihydro-thieno[2,3-c]pyridin-6-ylmethyl)-5-trifluoromethyl-indan-1-yloxy]-2,3-dihydro-benzofuran-3-yl}-acetic acid methyl ester), COC(C[C@@H]1COC2=C1C=CC(=C2)O[C@@H]2CCC1=C(C(=CC=C21)C(F)(F)F)CBr)=O ({(S)-6-[(R)-4-bromomethyl-5-trifluoromethyl-indan-1-yloxy]-2,3-dihydro-benzofuran-3-yl}-acetic acid methyl ester), S1C=CC2=C1CNCC2 (4,5,6,7-tetrahydro-thieno[2,3-c]pyridine). Product: S1C=CC2=C1CN(CC2)CC2=C1CC[C@H](C1=CC=C2C(F)(F)F)OC2=CC1=C([C@@H](CO1)CC(=O)O)C=C2 ({(S)-6-[(R)-4-(4,7-Dihydro-thieno[2,3-c]pyridin-6-ylmethyl)-5-trifluoromethyl-indan-1-yloxy]-2,3-dihydro-benzofuran-3-yl}-acetic acid). RXN SMILES: C[O:2][C:3](=[O:38])[CH2:4][C@H:5]1[C:9]2[CH:10]=[CH:11][C:12]([O:14][C@H:15]3[C:23]4[C:18](=[C:19]([CH2:28][N:29]5[CH2:34][CH2:33][C:32]6[CH:35]=[CH:36][S:37][C:31]=6[CH2:30]5)[C:20]([C:24]([F:27])([F:26])[F:25])=[CH:21][CH:22]=4)[CH2:17][CH2:16]3)=[CH:13][C:8]=2[O:7][CH2:6]1.COC(=O)C[C@H]1C2C=CC(O[C@H]3C4C(=C(CBr)C(C(F)(F)F)=CC=4)CC3)=CC=2OC1.S1C2CNCCC=2C=C1>>[S:37]1[C:31]2[CH2:30][N:29]([CH2:28][C:19]3[C:20]([C:24]([F:26])([F:25])[F:27])=[CH:21][CH:22]=[C:23]4[C:18]=3[CH2:17][CH2:16][C@H:15]4[O:14][C:12]3[CH:11]=[CH:10][C:9]4[C@H:5]([CH2:4][C:3]([OH:38])=[O:2])[CH2:6][O:7][C:8]=4[CH:13]=3)[CH2:34][CH2:33][C:32]=2[CH:35]=[CH:36]1. Reported procedure: The methyl ester of the title compound, {(S)-6-[(R)-4-(4,7-dihydro-thieno[2,3-c]pyridin-6-ylmethyl)-5-trifluoromethyl-indan-1-yloxy]-2,3-dihydro-benzofuran-3-yl}-acetic acid methyl ester, is prepared from {(S)-6-[(R)-4-bromomethyl-5-trifluoromethyl-indan-1-yloxy]-2,3-dihydro-benzofuran-3-yl}-acetic acid methyl ester and 4,5,6,7-tetrahydro-thieno[2,3-c]pyridine following a procedure analogous to that described for Intermediate 42. The crude product is directly submitted to the saponification cond... Run in C(C)O.C(C)OCC (ethanol diethyl ether). Procedure details: 2.7 g of N-[2-(3-hydroxy-7-methoxy-1H-indazol-5-yl)ethyl]trifluoroacetamide is refluxed with hydrochloric acid as disclosed in the preparation of 2-(3-hydroxy-7-methoxy-1H-indazol-4-yl)ethylamine, hydrochloride, thus obtaining by crystallization from ethanol/diethyl ether 1.5 g of 2-(3-hydroxy-7-methoxy-1H-indazol-5-yl)ethylamine, hydrochloride, decomposition point 266°-268° C. RXN SMILES: [OH:1][C:2]1[C:10]2[C:5](=[C:6]([O:20][CH3:21])[CH:7]=[C:8]([CH2:11][CH2:12][NH:13]C(=O)C(F)(F)F)[CH:9]=2)[NH:4][N:3]=1.[ClH:22].Cl.OC1C2C(=C(OC)C=CC=2CCN)NN=1>C(O)C.C(OCC)C>[ClH:22].[OH:1][C:2]1[C:10]2[C:5](=[C:6]([O:20][CH3:21])[CH:7]=[C:8]([CH2:11][CH2:12][NH2:13])[CH:9]=2)[NH:4][N:3]=1 |f:2.3,4.5,6.7|. Starting materials: OC1=NNC2=C(C=C(C=C12)CCNC(C(F)(F)F)=O)OC (N-[2-(3-hydroxy-7-methoxy-1H-indazol-5-yl)ethyl]trifluoroacetamide), Cl (hydrochloric acid), Cl.OC1=NNC2=C(C=CC(=C12)CCN)OC (2-(3-hydroxy-7-methoxy-1H-indazol-4-yl)ethylamine, hydrochloride). The product is Cl.OC1=NNC2=C(C=C(C=C12)CCN)OC (2-(3-hydroxy-7-methoxy-1H-indazol-5-yl)ethylamine, hydrochloride). The reactants are C(C)(C)(C)OC(=O)NCCOC1=C(C(=O)NC2=C(C(=O)NC3=NC=C(C=C3)Cl)C=C(C=C2)Cl)C=CC(=C1)SC (2-[2-[2-(tert-butoxycarbonylamino)ethoxy]-4-(methylthio)-benzoylamino]-N-(5-chloropyridin-2-yl)-5-chlorobenzamide), C12(C(=O)CC(CC1)C2(C)C)CS(=O)(=O)O (camphorsulfonic acid), CHCl3, C(C)(C)(C)OO (tert-butyl hydroperoxide). Run at time 8 hour. Yields the product C(C)(C)(C)OC(=O)NCCOC1=C(C(=O)NC2=C(C(=O)NC3=NC=C(C=C3)Cl)C=C(C=C2)Cl)C=CC(=C1)S(=O)C (2-[2-[2-(tert-Butoxycarbonylamino)ethoxy)-4-methylsulfinylbenzoylamino]-5-chloro-N-(5-chloropyridin-2-yl)benzamide). Isolated yield 212.8%. RXN SMILES: [C:1]([O:5][C:6]([NH:8][CH2:9][CH2:10][O:11][C:12]1[CH:37]=[C:36]([S:38][CH3:39])[CH:35]=[CH:34][C:13]=1[C:14]([NH:16][C:17]1[CH:32]=[CH:31][C:30]([Cl:33])=[CH:29][C:18]=1[C:19]([NH:21][C:22]1[CH:27]=[CH:26][C:25]([Cl:28])=[CH:24][N:23]=1)=[O:20])=[O:15])=[O:7])([CH3:4])([CH3:3])[CH3:2].C12(CS(O)(=O)=O)C(C)(C)C(CC1)CC2=[O:42].C(OO)(C)(C)C>>[C:1]([O:5][C:6]([NH:8][CH2:9][CH2:10][O:11][C:12]1[CH:37]=[C:36]([S:38]([CH3:39])=[O:42])[CH:35]=[CH:34][C:13]=1[C:14]([NH:16][C:17]1[CH:32]=[CH:31][C:30]([Cl:33])=[CH:29][C:18]=1[C:19]([NH:21][C:22]1[CH:27]=[CH:26][C:25]([Cl:28])=[CH:24][N:23]=1)=[O:20])=[O:15])=[O:7])([CH3:4])([CH3:3])[CH3:2]. Reported procedure: To a solution of 2-[2-[2-(tert-butoxycarbonylamino)ethoxy]-4-(methylthio)-benzoylamino]-N-(5-chloropyridin-2-yl)-5-chlorobenzamide (893 mg, 1.51 mmol), camphorsulfonic acid (92 mg, 0.40 mmol) and CHCl3 (8.5 mL) was added tert-butyl hydroperoxide (0.30 mL, 3.02 mmol). After stirring overnight, the mixture was chromatographed (10% EtOAc/CH2Cl2 to 10% MeOH/CH2Cl2) to give the desired product as a white solid (517 mg, 56%). Reactants: NC1CCCN(Cc2ccccc2)C1, NC1CCN(Cc2ccccc2)C1, O=C(CNC(=O)c1cccc(C(F)(F)F)c1)NC1CCN(C2CCOCC2)C1. Yields the product O=C(CNC(=O)c1cccc(C(F)(F)F)c1)NC1CCCN(C2CCOCC2)C1. As a reaction SMILES: [CH2:29]([N:30]1[CH2:31][CH2:32][CH2:33][CH:34]([NH2:35])[CH2:36]1)[c:37]1[cH:38][cH:39][cH:40][cH:41][cH:42]1.[CH2:43]([N:44]1[CH2:45][CH2:46][CH:47]([NH2:48])[CH2:49]1)[c:50]1[cH:51][cH:52][cH:53][cH:54][cH:55]1.[O:1]=[C:2]([CH2:3][NH:4][C:5]([c:6]1[cH:7][c:8]([C:12]([F:13])([F:14])[F:15])[cH:9][cH:10][cH:11]1)=[O:16])[NH:17][CH:18]1[CH2:19][N:20]([CH:23]2[CH2:24][CH2:25][O:26][CH2:27][CH2:28]2)[CH2:21][CH2:22]1>>[O:1]=[C:2]([CH2:3][NH:4][C:5]([c:6]1[cH:7][c:8]([C:12]([F:13])([F:14])[F:15])[cH:9][cH:10][cH:11]1)=[O:16])[NH:17][CH:18]1[CH2:19][N:20]([CH:23]2[CH2:24][CH2:25][O:26][CH2:27][CH2:28]2)[CH2:29][CH2:21][CH2:22]1. Reactants: three 1-g, [BH4-].[Na+] (NaBH4), OC12CC3C(C(CC(C1)C3)C2)=O (5-hydroxy-2-adamantanone). Run in Cl (HCl), CO (MeOH). Conditions: time 8 hour. Yields the product OC12CC3C(C(CC(C1)C3)C2)O (1,4-dihydroxyadamantane). Reaction SMILES: [OH:1][C:2]12[CH2:11][CH:6]3[CH2:7][CH:8]([CH2:10][CH:4]([C:5]3=[O:12])[CH2:3]1)[CH2:9]2.[BH4-].[Na+]>CO.Cl>[OH:1][C:2]12[CH2:11][CH:6]3[CH2:7][CH:8]([CH2:10][CH:4]([CH:5]3[OH:12])[CH2:3]1)[CH2:9]2 |f:1.2|. Reported procedure: A stirred solution of 5-hydroxy-2-adamantanone (5.14 g, 30.9 mmol) in MeOH (100 mL) was cooled in an ice bath and three 1-g NaBH4 caplets (3 g, 78 mmol) were added. The mixture was allowed to warm to rt and stirred overnight. The mixture was diluted with 5% aq HCl (20 mL) and concentrated to dryness. The residue was taken up in EtOAc (200 mL), washed with water (25 mL) and brine (25 mL), and dried over Na2SO4. Removakl of the solvent left the title compound as a white solid (4.88 g, 94%) as a 1:... Product: ON1CCCCC1C1CCCCC1. The reactants are [Mg+]C1CCCCC1, [Cl-], [Cl-], ClCCl, [NH4+], O=[Mn]=O, ON1CCCCC1. Reaction SMILES: [CH:9]1([Mg+:15])[CH2:10][CH2:11][CH2:12][CH2:13][CH2:14]1.[Cl-:16].[Cl-:8].[Cl:18][CH2:19][Cl:20].[NH4+:17].[O:21]=[Mn:22]=[O:23].[OH:1][N:2]1[CH2:3][CH2:4][CH2:5][CH2:6][CH2:7]1>>[OH:1][N:2]1[CH:3]([CH:9]2[CH2:10][CH2:11][CH2:12][CH2:13][CH2:14]2)[CH2:4][CH2:5][CH2:6][CH2:7]1.